Task: describe an organic reaction: reactants, conditions, products, and yield. Dataset: the Open Reaction Database (ORD), a public repository of structured organic reaction records Reactants: COC1=NC=C(C=C1)B(O)O (2-methoxy-pyridine-5-boronic acid), BrC=1C=C(C(=C(C1)C)Cl)C (5-bromo-2-chloro-1,3-dimethyl-benzene), Intermediate 56. Yields the product ClC1=C(C=C(C=C1C)C=1C=CC(=NC1)OC)C (5-(4-Chloro-3,5-dimethyl-phenyl)-2-methoxy-pyridine). As a reaction SMILES: [CH3:1][O:2][C:3]1[CH:8]=[CH:7][C:6](B(O)O)=[CH:5][N:4]=1.Br[C:13]1[CH:14]=[C:15]([CH3:21])[C:16]([Cl:20])=[C:17]([CH3:19])[CH:18]=1>>[Cl:20][C:16]1[C:17]([CH3:19])=[CH:18][C:13]([C:6]2[CH:7]=[CH:8][C:3]([O:2][CH3:1])=[N:4][CH:5]=2)=[CH:14][C:15]=1[CH3:21]. Reported procedure: The title compound is prepared from 2-methoxy-pyridine-5-boronic acid and 5-bromo-2-chloro-1,3-dimethyl-benzene following a procedure analogous to that described in Step 1 of Intermediate 56. LC (method 7): tR=1.21 min; Mass spectrum (ESI+): m/z=248/250 (Cl) [M+H]+.